This data is from the Open Reaction Database (ORD), a public repository of structured organic reaction records. The task is: describe an organic reaction: reactants, conditions, products, and yield Starting materials: ClCC(=O)C1=CC=CC=C1 (2-Chloro-1-phenylethanone), N12C[C@@H](C(CC1)CC2)NC(OC(C2=CC=CC=C2)C2=CC=CC=C2)=O ((R)-benzhydryl quinuclidin-3-ylcarbamate). Solvent: C(C)(=O)OCC (ethyl acetate). Run at time 8 hour. The product is [Cl-].C(C1=CC=CC=C1)(C1=CC=CC=C1)OC(=O)N[C@H]1C[N+]2(CCC1CC2)CC(C2=CC=CC=C2)=O ((R)-3-(benzhydryloxycarbonylamino)-1-(2-oxo-2-phenylethyl)-1-azoniabicyclo-[2.2.2]octane chloride). The yield is 74.7%. RXN SMILES: [Cl:1][CH2:2][C:3]([C:5]1[CH:10]=[CH:9][CH:8]=[CH:7][CH:6]=1)=[O:4].[N:11]12[CH2:18][CH2:17][CH:14]([CH2:15][CH2:16]1)[C@@H:13]([NH:19][C:20](=[O:35])[O:21][CH:22]([C:29]1[CH:34]=[CH:33][CH:32]=[CH:31][CH:30]=1)[C:23]1[CH:28]=[CH:27][CH:26]=[CH:25][CH:24]=1)[CH2:12]2>C(OCC)(=O)C>[Cl-:1].[CH:22]([O:21][C:20]([NH:19][C@@H:13]1[CH:14]2[CH2:15][CH2:16][N+:11]([CH2:2][C:3](=[O:4])[C:5]3[CH:10]=[CH:9][CH:8]=[CH:7][CH:6]=3)([CH2:18][CH2:17]2)[CH2:12]1)=[O:35])([C:23]1[CH:28]=[CH:27][CH:26]=[CH:25][CH:24]=1)[C:29]1[CH:34]=[CH:33][CH:32]=[CH:31][CH:30]=1 |f:3.4|. Procedure details: 2-Chloro-1-phenylethanone (55.0 mg, 0.36 mmol) was added to a solution of (R)-benzhydryl quinuclidin-3-ylcarbamate (100 mg, 0.30 mmol, prepared as in example 2) in ethyl acetate (4 ml). The reaction was stirred at room temperature overnight. The suspension was decanted, solvent was removed, and the product was evaporated to dryness. Et2O was added, and the suspension was sonicated. The precipitate was collected by suction filtration and dried under vacuum at 40° C. to obtain (R)-3-(benzhydryloxy... Solvent: CN(C=O)C (N,N-dimethylformamide), C(C)O (ethanol), C(C)(=O)OCC (ethyl acetate), C(C)O (ethanol). The reactants are COC(=O)C1C(CCC1)NCC1=CC=C(C=C1)C(F)(F)F (2-(4-Trifluoromethyl-benzylamino)-cyclopentanecarboxylic acid methyl ester), [O-]CC.[Na+] (sodium ethoxide), Cl.CN(CCCN=C=NCC)C (1-(3-Dimethylaminopropyl)-3-ethylcarbodiimide hydrochloride), CS(=O)(=O)NC1=CC2=C(NC(=NS2(=O)=O)CC(=O)O)C=C1 ((7-Methanesulfonylamino-1,1-dioxo-1,4-dihydro-1λ6-benzo[1,2,4]thiadiazin-3-yl)-acetic acid), CN1CCOCC1 (N-methylmorpholine), Cl (hydrochloric acid). Procedure details: 2-(4-Trifluoromethyl-benzylamino)-cyclopentanecarboxylic acid methyl ester (0.1 g, 0.33 mmol) was dissolved in anhydrous N,N-dimethylformamide (5 mL). (7-Methanesulfonylamino-1,1-dioxo-1,4-dihydro-1λ6-benzo[1,2,4]thiadiazin-3-yl)-acetic acid (prepared as described in Example 1j, 0.108 g, 0.33 mmol) was added followed by N-methylmorpholine (0.087 mL, 0.66 mmol). The mixture was stirred until everything dissolved, approximately 5 min. 1-(3-Dimethylaminopropyl)-3-ethylcarbodiimide hydrochloride (0.... Reaction SMILES: CO[C:3]([CH:5]1[CH2:9][CH2:8][CH2:7][CH:6]1[NH:10][CH2:11][C:12]1[CH:17]=[CH:16][C:15]([C:18]([F:21])([F:20])[F:19])=[CH:14][CH:13]=1)=[O:4].[CH3:22][S:23]([NH:26][C:27]1[CH:42]=[CH:41][C:30]2[NH:31][C:32]([CH2:37][C:38](O)=[O:39])=[N:33][S:34](=[O:36])(=[O:35])[C:29]=2[CH:28]=1)(=[O:25])=[O:24].CN1CCOCC1.Cl.CN(C)CCCN=C=NCC.[O-]CC.[Na+].Cl>CN(C)C=O.C(OCC)(=O)C.C(O)C>[OH:4][C:3]1[C@H:5]2[C@H:6]([CH2:7][CH2:8][CH2:9]2)[N:10]([CH2:11][C:12]2[CH:13]=[CH:14][C:15]([C:18]([F:19])([F:21])[F:20])=[CH:16][CH:17]=2)[C:38](=[O:39])[C:37]=1[C:32]1[NH:31][C:30]2[CH:41]=[CH:42][C:27]([NH:26][S:23]([CH3:22])(=[O:25])=[O:24])=[CH:28][C:29]=2[S:34](=[O:36])(=[O:35])[N:33]=1 |f:3.4,5.6|. Conditions: temperature 60 celsius. Product: OC1=C(C(N([C@H]2CCC[C@@H]12)CC1=CC=C(C=C1)C(F)(F)F)=O)C1=NS(C2=C(N1)C=CC(=C2)NS(=O)(=O)C)(=O)=O ((4aR,7aS)-N-{3-[4-hydroxy-2-oxo-1-(4-trifluoromethyl-benzyl)-2,4a,5,6,7,7a-hexahydro-1H-[1]pyrindin-3-yl]-1,1-dioxo-1,4-dihydro-1λ6-benzo[1,2,4]thiadiazin-7-yl}-methanesulfonamide). Isolated yield 51.8%. Reactants: C(C=1C(O)=CC=CC1)(=O)[O-].C(CCCCCCCCCCCCCCC)[N+]1=CC=CC=C1 (Cetylpyridinium salicylate), CC(C)(C(=O)O)OC=1C=CC(=CC1)Cl (clofibric acid). Yields the product C(C=1C(O)=CC=CC1)(=O)[O-].C(CCCCCCCCCCCCCCC)[N+]1=CC=CC=C1.CCOC(=O)C(C)(C)OC=1C=CC(=CC1)Cl (Cetylpyridinium Salicylate clofibrate). RXN SMILES: [C:1]([O-:10])(=[O:9])[C:2]1[C:3](=[CH:5][CH:6]=[CH:7][CH:8]=1)[OH:4].[CH2:11]([N+:27]1[CH:32]=[CH:31][CH:30]=[CH:29][CH:28]=1)[CH2:12][CH2:13][CH2:14][CH2:15][CH2:16][CH2:17][CH2:18][CH2:19][CH2:20][CH2:21][CH2:22][CH2:23][CH2:24][CH2:25][CH3:26].[CH3:33][C:34]([O:39][C:40]1[CH:41]=[CH:42][C:43]([Cl:46])=[CH:44][CH:45]=1)([C:36]([OH:38])=[O:37])[CH3:35]>>[C:1]([O-:10])(=[O:9])[C:2]1[C:3](=[CH:5][CH:6]=[CH:7][CH:8]=1)[OH:4].[CH2:11]([N+:27]1[CH:28]=[CH:29][CH:30]=[CH:31][CH:32]=1)[CH2:12][CH2:13][CH2:14][CH2:15][CH2:16][CH2:17][CH2:18][CH2:19][CH2:20][CH2:21][CH2:22][CH2:23][CH2:24][CH2:25][CH3:26].[CH3:1][CH2:2][O:37][C:36]([C:34]([O:39][C:40]1[CH:45]=[CH:44][C:43]([Cl:46])=[CH:42][CH:41]=1)([CH3:33])[CH3:35])=[O:38] |f:0.1,3.4.5|. Procedure: Cetylpyridinium salicylate (2 mmol) and clofibric acid (2 mmol) were grinded for 15 minutes in a mortar until a colourless cream was obtained. Identity and purity of the obtained product was confirmed via 1H NMR. 1H-NMR (300 MHz, d6-DMSO) δ(ppm)=9.13 (d, J=6.3 Hz, 2H), 8.60 (t, J=7.7 Hz, 1H), 8.16 (t, J=7.0 Hz, 2H), 7.67 (d, 8.0 Hz, 1H), 7.28 (d, J=9.1 Hz, 2H), 7.14 (t, J=6.7, 1H), 6.84 ((d, J=9.1 Hz, 2H), 6.61 (m, 2H), 4.59 (t, J=7.5 Hz, 2H), 1.89 (m, 2H), 1.47 (s, 6H), 1.22 (s, 27H), 0.84 (t, ... Starting materials: COC(=O)c1ccc(C(F)(F)F)cc1NC(C)=O, O=[N+]([O-])O. The product is COC(=O)c1ccc(C(F)(F)F)c([N+](=O)[O-])c1NC(C)=O. RXN SMILES: [C:1]([CH3:2])(=[O:3])[NH:4][c:5]1[c:6]([C:7](=[O:8])[O:9][CH3:10])[cH:11][cH:12][c:13]([C:15]([F:16])([F:17])[F:18])[cH:14]1.[OH:19][N+:20]([O-:21])=[O:22]>>[C:1]([CH3:2])(=[O:3])[NH:4][c:5]1[c:6]([C:7](=[O:8])[O:9][CH3:10])[cH:11][cH:12][c:13]([C:15]([F:16])([F:17])[F:18])[c:14]1[N+:20](=[O:19])[O-:21].